From a dataset of the Open Reaction Database (ORD), a public repository of structured organic reaction records. describe an organic reaction: reactants, conditions, products, and yield The reactants are Cc1ccc(N)cc1, CS(C)=O, O=C(Nc1nnn[nH]1)c1cncc(Cl)n1, O. Yields the product Cc1ccc(Nc2cncc(C(=O)Nc3nnn[nH]3)n2)cc1. RXN SMILES: [CH3:16][c:17]1[cH:18][cH:19][c:20]([NH2:21])[cH:22][cH:23]1.[CH3:25][S:26]([CH3:27])=[O:28].[Cl:1][c:2]1[cH:3][n:4][cH:5][c:6]([C:8](=[O:9])[NH:10][c:11]2[n:12][n:13][n:14][nH:15]2)[n:7]1.[OH2:24]>>[c:2]1([NH:21][c:20]2[cH:19][cH:18][c:17]([CH3:16])[cH:23][cH:22]2)[cH:3][n:4][cH:5][c:6]([C:8](=[O:9])[NH:10][c:11]2[n:12][n:13][n:14][nH:15]2)[n:7]1. Reactants: C(C)(C)C1=C(NC2=CC=CC=C12)CCNC(=O)N1C=NC=C1 (N-[2-(3-isopropylindol-2-yl)ethyl]-1-imidazolecarboxamide), N12CCCCCC2=NCCC1 (1.8-diazabicyclo[5.4.0]-undec-7-ene). Solvent: C1(=CC=CC=C1)C (toluene). The product is C(C)(C)C1=C2N(C3=CC=CC=C13)C(NCC2)=O (3,4-dihydro-5-isopropylpyrimido[1,6-a]indol-1(2H)-one). Yield: 33.8%. As a reaction SMILES: [CH:1]([C:4]1[C:12]2[C:7](=[CH:8][CH:9]=[CH:10][CH:11]=2)[NH:6][C:5]=1[CH2:13][CH2:14][NH:15][C:16](N1C=CN=C1)=[O:17])([CH3:3])[CH3:2].N12CCCN=C1CCCCC2>C1(C)C=CC=CC=1>[CH:1]([C:4]1[C:12]2[C:7](=[CH:8][CH:9]=[CH:10][CH:11]=2)[N:6]2[C:16](=[O:17])[NH:15][CH2:14][CH2:13][C:5]=12)([CH3:2])[CH3:3]. Reported procedure: A mixture of N-[2-(3-isopropylindol-2-yl)ethyl]-1-imidazolecarboxamide (2.0 g), 1.8-diazabicyclo[5.4.0]-undec-7-ene (1 g) and toluene (100 ml) was reflux for 1 hour. After cooling, the mixture was washed with water and brine, dried over anhydrous magnesium sulfate, and evaporated in vacuo. The residue was purified by silica gel column chromatography (5% methanol-chloroform) to give 3,4-dihydro-5-isopropylpyrimido[1,6-a]indol-1(2H)-one (0.52 g).